describe an organic reaction: reactants, conditions, products, and yield From a dataset of the Open Reaction Database (ORD), a public repository of structured organic reaction records. Starting materials: COC=1C(=C(C=CC1)NC(OC(C)(C)C)=O)[N+](=O)[O-] (tert-Butyl (3-methoxy-2-nitrophenyl)carbamate), CS(=O)(=O)OCCCCOC (4-methoxybutyl methanesulfonate), C([O-])([O-])=O.[Cs+].[Cs+] (cesium carbonate). Solvent: CN(C=O)C (dimethylformamide). Conditions: temperature 65 celsius, time 4 hour. The product is COCCCCN(C(OC(C)(C)C)=O)C1=C(C(=CC=C1)OC)[N+](=O)[O-] (tert-butyl (4-methoxybutyl)(3-methoxy-2-nitrophenyl)carbamate). Isolated yield 53.2%. Reaction SMILES: [CH3:1][O:2][C:3]1[C:4]([N+:17]([O-:19])=[O:18])=[C:5]([NH:9][C:10](=[O:16])[O:11][C:12]([CH3:15])([CH3:14])[CH3:13])[CH:6]=[CH:7][CH:8]=1.CS(O[CH2:25][CH2:26][CH2:27][CH2:28][O:29][CH3:30])(=O)=O.C(=O)([O-])[O-].[Cs+].[Cs+]>CN(C)C=O>[CH3:30][O:29][CH2:28][CH2:27][CH2:26][CH2:25][N:9]([C:5]1[CH:6]=[CH:7][CH:8]=[C:3]([O:2][CH3:1])[C:4]=1[N+:17]([O-:19])=[O:18])[C:10](=[O:16])[O:11][C:12]([CH3:15])([CH3:13])[CH3:14] |f:2.3.4|. Reported procedure: tert-Butyl (3-methoxy-2-nitrophenyl)carbamate (3.00 g) and 4-methoxybutyl methanesulfonate (3.06 g) were dissolved in dimethylformamide (40 ml), cesium carbonate (7.30 g) was added, and the mixture was stirred at 65° C. for 4 hr. The reaction mixture was concentrated under reduced pressure, diluted with water, and the mixture was extracted with ethyl acetate. The extract was washed with saturated brine, and dried over s anhydrous magnesium sulfate and concentrated under reduced pressure. The res... The reactants are C(CCCCCCCCC(=O)O)(=O)O (sebacic acid), C(C=1C(O)=CC=CC1)(=O)O (salicylic acid). The solvent is C(C)(=O)OC(C)=O (acetic anhydride). The product is C(C=1C(O)=CC=CC1)(=O)[O-].C(CCCCCCCCC(=O)[O-])(=O)[O-] (Salicylate Sebacate). Reaction SMILES: [C:1]([OH:14])(=[O:13])[CH2:2][CH2:3][CH2:4][CH2:5][CH2:6][CH2:7][CH2:8][CH2:9][C:10]([OH:12])=[O:11].[C:15]([OH:24])(=[O:23])[C:16]1[C:17](=[CH:19][CH:20]=[CH:21][CH:22]=1)[OH:18]>C(OC(=O)C)(=O)C>[C:15]([O-:24])(=[O:23])[C:16]1[C:17](=[CH:19][CH:20]=[CH:21][CH:22]=1)[OH:18].[C:1]([O-:14])(=[O:13])[CH2:2][CH2:3][CH2:4][CH2:5][CH2:6][CH2:7][CH2:8][CH2:9][C:10]([O-:12])=[O:11] |f:3.4|. Procedure: The procedure described in Example 1, above was used with sebacic acid (50 g, 0.5 mol), salicylic acid (69 g, 0.5 mol) and 200 mL acetic anhydride. The reaction mixture formed a clear solution and then a clear melt and the final product was a dark colored, transparent, slightly fluid glass which weighed 127 g. NMR spectra indicated very little acetate and no starting materials were present. Reactants: FC(CO)(C(C(F)(F)F)(F)F)F (2,2,3,3,4,4,4-heptafluorobutan-1-ol), [OH-].[K+] (potassium hydroxide), FC(C(C(C(F)(F)F)(F)F)(F)F)(S(=O)(=O)F)F (1,1,2,2,3,3,4,4,4-nonafluorobutane-1-sulfonyl fluoride), [OH-].[K+] (potassium hydroxide). Run at time 16 hour. Product: FC(C(C(C(F)(F)F)(F)F)(F)F)(S(=O)(=O)OCC(C(C(F)(F)F)(F)F)(F)F)F (2,2,3,3,4,4,4-heptafluorobutyl 1,1,2,2,3,3,4,4,4-nonafluorobutane-1-sulfonate). The yield is 72.6%. Reaction SMILES: [F:1][C:2]([F:12])([C:5]([F:11])([F:10])[C:6]([F:9])([F:8])[F:7])[CH2:3][OH:4].[F:13][C:14]([F:29])([S:25](F)(=[O:27])=[O:26])[C:15]([F:24])([F:23])[C:16]([F:22])([F:21])[C:17]([F:20])([F:19])[F:18].[OH-].[K+]>>[F:29][C:14]([F:13])([S:25]([O:4][CH2:3][C:2]([F:12])([F:1])[C:5]([F:10])([F:11])[C:6]([F:7])([F:8])[F:9])(=[O:27])=[O:26])[C:15]([F:23])([F:24])[C:16]([F:22])([F:21])[C:17]([F:20])([F:19])[F:18] |f:2.3|. Procedure details: 2,2,3,3,4,4,4-heptafluorobutan-1-ol (200 g, 1.0 mol, obtained from 3M Company) and 1,1,2,2,3,3,4,4,4-nonafluorobutane-1-sulfonyl fluoride (300 g, 1.0 mol, obtained from 3M Company) were combined in a 1-liter, 3-necked round bottom flask. The flask was equipped with an overhead mechanical stirrer, cold water condenser, thermocouple and an addition funnel. Aqueous potassium hydroxide (45 percent by weight in water, 154 g, 1.05 mol) was added dropwise via the addition funnel at such a rate that the... Product: ClC1=NC(=CC(=C1)C1=CN(C2=NC=C(C=C21)NC2=CC=CC=C2)S(=O)(=O)C2=CC=CC=C2)NC2CCCCC2 (3-(2-chloro-6-(cyclohexylamino)pyridin-4-yl)-N-phenyl-1-(phenylsulfonyl)-1H-pyrrolo[2,3-b]pyridin-5-amine). Run in C(C)(C)(C)O (tert-butanol), C(C)(=O)OCC (ethyl acetate). Procedure: A solution of Example 171a (0.200 g, 0.366 mmol), aniline (0.044 g, 0.476 mmol), 2-dicyclohexylphosphino-2′,4′,6′-tri-1-propyl-1,1′-biphenyl (X-PHOS) (0.009 g, 0.018 mmol), catalytic tris(dibenzylideneacetone)dipalladium (0) and potassium carbonate (0.127 g, 0.916 mmol) in 4 mL tert-butanol was heated at 110° C. for 16 hours. The material was cooled to room temperature, diluted with ethyl acetate, washed with brine, dried over MgSO4, filtered, and concentrated. The residue was purified on silica... RXN SMILES: Br[C:2]1[CH:3]=[C:4]2[C:10]([C:11]3[CH:16]=[C:15]([Cl:17])[N:14]=[C:13]([NH:18][CH:19]4[CH2:24][CH2:23][CH2:22][CH2:21][CH2:20]4)[CH:12]=3)=[CH:9][N:8]([S:25]([C:28]3[CH:33]=[CH:32][CH:31]=[CH:30][CH:29]=3)(=[O:27])=[O:26])[C:5]2=[N:6][CH:7]=1.[NH2:34][C:35]1[CH:40]=[CH:39][CH:38]=[CH:37][CH:36]=1.C1(P(C2CCCCC2)C2C=CC=CC=2C2C(CCC)=CC(CCC)=CC=2CCC)CCCCC1.C(=O)([O-])[O-].[K+].[K+]>C(O)(C)(C)C.C(OCC)(=O)C.C1C=CC(/C=C/C(/C=C/C2C=CC=CC=2)=O)=CC=1.C1C=CC(/C=C/C(/C=C/C2C=CC=CC=2)=O)=CC=1.C1C=CC(/C=C/C(/C=C/C2C=CC=CC=2)=O)=CC=1.[Pd].[Pd]>[Cl:17][C:15]1[CH:16]=[C:11]([C:10]2[C:4]3[C:5](=[N:6][CH:7]=[C:2]([NH:34][C:35]4[CH:40]=[CH:39][CH:38]=[CH:37][CH:36]=4)[CH:3]=3)[N:8]([S:25]([C:28]3[CH:29]=[CH:30][CH:31]=[CH:32][CH:33]=3)(=[O:26])=[O:27])[CH:9]=2)[CH:12]=[C:13]([NH:18][CH:19]2[CH2:20][CH2:21][CH2:22][CH2:23][CH2:24]2)[N:14]=1 |f:3.4.5,8.9.10.11.12|. The reactants are BrC=1C=C2C(=NC1)N(C=C2C2=CC(=NC(=C2)Cl)NC2CCCCC2)S(=O)(=O)C2=CC=CC=C2 (4-(5-bromo-1-(phenylsulfonyl)-1H-pyrrolo[2,3-b]pyridin-3-yl)-6-chloro-N-cyclohexylpyridin-2-amine), NC1=CC=CC=C1 (aniline), C1(CCCCC1)P(C1=C(C=CC=C1)C1=C(C=C(C=C1CCC)CCC)CCC)C1CCCCC1 (2-dicyclohexylphosphino-2′,4′,6′-tri-1-propyl-1,1′-biphenyl), C([O-])([O-])=O.[K+].[K+] (potassium carbonate). The reagents and catalysts are C=1C=CC(=CC1)/C=C/C(=O)/C=C/C2=CC=CC=C2.C=1C=CC(=CC1)/C=C/C(=O)/C=C/C2=CC=CC=C2.C=1C=CC(=CC1)/C=C/C(=O)/C=C/C2=CC=CC=C2.[Pd].[Pd] (tris(dibenzylideneacetone)dipalladium). The yield is 12.2%. The reactants are C(CC(=O)C)(=O)OCC (ethyl acetoacetate), C1(CC1)N (cyclopropylamine). Run at temperature 40 celsius, time 3 hour. The product is C(C)OC(C=C(C)NC1CC1)=O (3-Cyclopropylamino-but-2-enoic acid ethyl ester). Isolated yield 93.7%. RXN SMILES: [C:1]([O:7][CH2:8][CH3:9])(=[O:6])[CH2:2][C:3]([CH3:5])=O.[CH:10]1([NH2:13])[CH2:12][CH2:11]1>>[CH2:8]([O:7][C:1](=[O:6])[CH:2]=[C:3]([NH:13][CH:10]1[CH2:12][CH2:11]1)[CH3:5])[CH3:9]. Procedure details: A mixture of ethyl acetoacetate (5.00 mL, 39.3 mmol) and cyclopropylamine (3.27 mL, 47.1 mmol) is stirred at 40° C. for 3 h. The mixture is concentrated under high vacuum overnight to give the title compound (6.23 g, 94%) of the as an oil, which is used without further purification in the next reaction.